From a dataset of the Open Reaction Database (ORD), a public repository of structured organic reaction records. describe an organic reaction: reactants, conditions, products, and yield Reactants: C1(CCCCC1)COC=1C=2N(C=CC1)C(=C(N2)C)C(=O)NC2(CCN(CC2)C(=O)OCC2=CC=CC=C2)CC(=O)OC (benzyl 4-({[8-(cyclohexylmethoxy)-2-methylimidazo[1,2-a]pyridin-3-yl]carbonyl}amino)-4-(2-methoxy-2-oxoethyl)piperidine-1-carboxylate). Reagents/catalysts: [C].[Pd] (palladium-carbon). Solvent: CO (methanol). Reaction conditions: time 8 hour. The product is COC(CC1(CCNCC1)NC(=O)C1=C(N=C2N1C=CC=C2OCC2CCCCC2)C)=O (methyl[4-({[8-(cyclohexylmethoxy)-2-methylimidazo[1,2-a]pyridin-3-yl]carbonyl}amino)piperidin-4-yl]acetate). The yield is 97.7%. RXN SMILES: [CH:1]1([CH2:7][O:8][C:9]2[C:10]3[N:11]([C:15]([C:19]([NH:21][C:22]4([CH2:38][C:39]([O:41][CH3:42])=[O:40])[CH2:27][CH2:26][N:25](C(OCC5C=CC=CC=5)=O)[CH2:24][CH2:23]4)=[O:20])=[C:16]([CH3:18])[N:17]=3)[CH:12]=[CH:13][CH:14]=2)[CH2:6][CH2:5][CH2:4][CH2:3][CH2:2]1>CO.[C].[Pd]>[CH3:42][O:41][C:39](=[O:40])[CH2:38][C:22]1([NH:21][C:19]([C:15]2[N:11]3[CH:12]=[CH:13][CH:14]=[C:9]([O:8][CH2:7][CH:1]4[CH2:2][CH2:3][CH2:4][CH2:5][CH2:6]4)[C:10]3=[N:17][C:16]=2[CH3:18])=[O:20])[CH2:23][CH2:24][NH:25][CH2:26][CH2:27]1 |f:2.3|. Procedure: To a solution of 1.2 g of benzyl 4-({[8-(cyclohexylmethoxy)-2-methylimidazo[1,2-a]pyridin-3-yl]carbonyl}amino)-4-(2-methoxy-2-oxoethyl)piperidine-1-carboxylate in 30 ml of methanol was added 300 mg of 10% palladium-carbon, followed by stirring overnight under a hydrogen atmosphere. The reaction mixture was filtered over Celite and the solvent was then evaporated under reduced pressure to obtain 900 mg of methyl[4-({[8-(cyclohexylmethoxy)-2-methylimidazo[1,2-a]pyridin-3-yl]carbonyl}amino)piperidi... Reactants: C23H20NO5, COC(C(=CC(=O)C=1C(N(C=C(C1)CC1=CC=CC=C1)CC1=CC=CC=C1)=O)O)=O (Methyl-4-(1,5-dibenzyl-1,2-dihydro-2-oxopyridin-3-yl)-2-hydroxy-4-oxobut-2-enoate), Cl (HCl), [OH-].[Na+] (NaOH). The solvent is CO (MeOH). Reaction conditions: temperature 0 celsius, time 30 minute. Product: C(C1=CC=CC=C1)N1C(C(=CC(=C1)CC1=CC=CC=C1)C(C=C(C(=O)O)O)=O)=O (4-(1,5-Dibenzyl-1,2-dihydro-2-oxopyridin-3-yl)-2-hydroxy-4-oxobut-2-enoic acid). As a reaction SMILES: C[O:2][C:3](=[O:30])[C:4]([OH:29])=[CH:5][C:6]([C:8]1[C:9](=[O:28])[N:10]([CH2:21][C:22]2[CH:27]=[CH:26][CH:25]=[CH:24][CH:23]=2)[CH:11]=[C:12]([CH2:14][C:15]2[CH:20]=[CH:19][CH:18]=[CH:17][CH:16]=2)[CH:13]=1)=[O:7].[OH-].[Na+].Cl>CO>[CH2:21]([N:10]1[CH:11]=[C:12]([CH2:14][C:15]2[CH:16]=[CH:17][CH:18]=[CH:19][CH:20]=2)[CH:13]=[C:8]([C:6](=[O:7])[CH:5]=[C:4]([OH:29])[C:3]([OH:30])=[O:2])[C:9]1=[O:28])[C:22]1[CH:23]=[CH:24][CH:25]=[CH:26][CH:27]=1 |f:1.2|. Reported procedure: To a stirred solution of methyl-4-(1,5-dibenzyl-1,2-dihydro-2-oxopyridin-3-yl)-2-hydroxy-4-oxobut-2-enoate 7 (0.069 g, 0.17 mmol) in MeOH (5 mL) at 0° C. was added a solution of 1N NaOH (0.5 mL) and reaction mixture allowed to stir at 0° C. for 30 min. Reaction was then allowed to stir at ambient temperature for 1 h. The reaction mixture was neutralized with 1 N HCl, the solid separated was filtered and dried under vacuum. Recrystallization with EtOAc/Hexane gave yellow solid. Yield 0.034 g (52%...